From a dataset of the Open Reaction Database (ORD), a public repository of structured organic reaction records. describe an organic reaction: reactants, conditions, products, and yield Starting materials: CO (methanol), CC1=C(C(=O)N2CCCC(C2=N1)O)CCN3CCC(CC3)C=4C=5C=CC(=CC5ON4)F (paliperidone), Cl (HCl). Solvent: CC(C)O (IPA). Yields the product CC1=C(C(=O)N2CCCC(C2=N1)O)CCN3CCC(CC3)C=4C=5C=CC(=CC5ON4)F.Cl (paliperidone hydrochloride). Reaction SMILES: CO.[CH3:3][C:4]1[N:14]=[C:13]2[N:8]([CH2:9][CH2:10][CH2:11][CH:12]2[OH:15])[C:6](=[O:7])[C:5]=1[CH2:16][CH2:17][N:18]1[CH2:23][CH2:22][CH:21]([C:24]2[C:25]3[CH:26]=[CH:27][C:28]([F:33])=[CH:29][C:30]=3[O:31][N:32]=2)[CH2:20][CH2:19]1.[ClH:34]>CC(O)C>[CH3:3][C:4]1[N:14]=[C:13]2[N:8]([CH2:9][CH2:10][CH2:11][CH:12]2[OH:15])[C:6](=[O:7])[C:5]=1[CH2:16][CH2:17][N:18]1[CH2:23][CH2:22][CH:21]([C:24]2[C:25]3[CH:26]=[CH:27][C:28]([F:33])=[CH:29][C:30]=3[O:31][N:32]=2)[CH2:20][CH2:19]1.[ClH:34] |f:4.5|. Procedure details: 125.0 ml methanol and 25.0 grams g of paliperidone were charged into round bottom flask. The pH of the reaction mixture was adjusted to 2.0 to 3.0 with IPA.HCl. The reaction mixture was stirred, cooled, filtered and dried under vacuum to obtain paliperidone hydrochloride. Dry wt 25.0 grams. Reactants: C(C)OC(=O)C1(C(CCCC1)=O)CC1=CC=C(C=C1)C(C(=O)OCC)C (ethyl 2-[4-(1-ethoxycarbonyl-2-oxocyclohexan-1-ylmethyl)phenyl]propionate). Run in C(C)O (ethanol), [OH-].[K+] (potassium hydroxide). Run at time 1 hour. The product is O=C1C(CCCC1)CC1=CC=C(C=C1)C(C(=O)O)C (2-[4-(2-Oxocyclohexan-1-ylmethyl)phenyl]-propionic Acid). Isolated yield 43.7%. Reaction SMILES: C(OC([C:6]1([CH2:13][C:14]2[CH:19]=[CH:18][C:17]([CH:20]([CH3:26])[C:21]([O:23]CC)=[O:22])=[CH:16][CH:15]=2)[CH2:11][CH2:10][CH2:9][CH2:8][C:7]1=[O:12])=O)C>C(O)C.[OH-].[K+]>[O:12]=[C:7]1[CH2:8][CH2:9][CH2:10][CH2:11][CH:6]1[CH2:13][C:14]1[CH:15]=[CH:16][C:17]([CH:20]([CH3:26])[C:21]([OH:23])=[O:22])=[CH:18][CH:19]=1 |f:2.3|. Procedure details: Thirteen grams of ethyl 2-[4-(1-ethoxycarbonyl-2-oxocyclohexan-1-ylmethyl)phenyl]propionate was dissolved in 200 ml of 80% ethanol containing 5 g of potassium hydroxide and the solution was refluxed for 2 hours. Ethanol was removed by distillation from the reaction mixture, 100 ml of water was added to the residue and the mixture was extracted with ether. The aqueous layer was heated at 50°-60° C. with stirring for 1 hour after addition of 100 ml of conc. hydrochloric acid, extracted with ether,... Starting materials: [Al+3], O=C1NCC2c3ccccc3CC12, C1CCOC1, [H-], [H-], [H-], [H-], [Li+]. The product is c1ccc2c(c1)CC1CNCC21. Reaction SMILES: [Al+3:15].[C:1]1(=[O:13])[NH:2][CH2:3][CH:4]2[CH:5]1[CH2:6][c:7]1[cH:8][cH:9][cH:10][cH:11][c:12]12.[CH2:20]1[O:21][CH2:22][CH2:23][CH2:24]1.[H-:14].[H-:17].[H-:18].[H-:19].[Li+:16]>>[CH2:1]1[NH:2][CH2:3][CH:4]2[CH:5]1[CH2:6][c:7]1[cH:8][cH:9][cH:10][cH:11][c:12]12. Starting materials: solution, CCC([BH-](C(CC)C)C(CC)C)C.[Li+] (L-selectride), C(C1=CC=CC=C1)OC1=C(C=CC(=C1)F)C=CC([C@H](C)O[Si](C)(C)C(C)(C)C)=O ((S)-1-(2-benzyloxy-4-fluorophenyl)-4-tert-butyldimethylsilyloxy-1-penten-3-one), O (Water), CCOC(=O)C (EtOAc). The solvent is C1CCOC1 (THF), C1CCOC1 (THF). Conditions: temperature -20 celsius, time 30 minute. The product is C(C1=CC=CC=C1)OC1=C(C=CC(=C1)F)C=C[C@@H]([C@H](C)O[Si](C)(C)C(C)(C)C)O ((3S,4S)-1-(2-benzyloxy-4-fluorophenyl)-4-tert-butyldimethylsilyloxy-1-penten-3-ol). Isolated yield 66.7%. Reaction SMILES: CCC(C)[BH-](C(C)CC)C(C)CC.[Li+].[CH2:15]([O:22][C:23]1[CH:28]=[C:27]([F:29])[CH:26]=[CH:25][C:24]=1[CH:30]=[CH:31][C:32](=[O:43])[C@@H:33]([O:35][Si:36]([C:39]([CH3:42])([CH3:41])[CH3:40])([CH3:38])[CH3:37])[CH3:34])[C:16]1[CH:21]=[CH:20][CH:19]=[CH:18][CH:17]=1.O.CCOC(C)=O>C1COCC1>[CH2:15]([O:22][C:23]1[CH:28]=[C:27]([F:29])[CH:26]=[CH:25][C:24]=1[CH:30]=[CH:31][C@H:32]([OH:43])[C@@H:33]([O:35][Si:36]([C:39]([CH3:42])([CH3:41])[CH3:40])([CH3:37])[CH3:38])[CH3:34])[C:16]1[CH:17]=[CH:18][CH:19]=[CH:20][CH:21]=1 |f:0.1|. Procedure details: 1M solution of L-selectride in THF (11.5 ml) was added dropwise below −30° C. to a solution of (S)-1-(2-benzyloxy-4-fluorophenyl)-4-tert-butyldimethylsilyloxy-1-penten-3-one (3.94 g) in THF (18 ml). The mixture was stirred at −20° C. for 30 min. Water and EtOAc were added and the organic layer was washed with brine, dried and evaporated. The residue was chromatographed over silica gel (100 g) eluting with a mixture of hexane and EtOAc (30:1) to afford a pale yellow oil of (3S,4S)-1-(2-benzyloxy-... Starting materials: O=C(O)CCc1ccc(Cl)cc1O, CS(=O)(=O)c1ccc(F)c(C(F)(F)F)c1. The product is CS(=O)(=O)c1ccc(Oc2cc(Cl)ccc2CCC(=O)O)c(C(F)(F)F)c1. As a reaction SMILES: [Cl:16][c:17]1[cH:18][c:19]([OH:28])[c:20]([CH2:23][CH2:24][C:25](=[O:26])[OH:27])[cH:21][cH:22]1.[F:1][c:2]1[c:3]([C:12]([F:13])([F:14])[F:15])[cH:4][c:5]([S:8](=[O:9])(=[O:10])[CH3:11])[cH:6][cH:7]1>>[c:2]1([O:28][c:19]2[cH:18][c:17]([Cl:16])[cH:22][cH:21][c:20]2[CH2:23][CH2:24][C:25](=[O:26])[OH:27])[c:3]([C:12]([F:13])([F:14])[F:15])[cH:4][c:5]([S:8](=[O:9])(=[O:10])[CH3:11])[cH:6][cH:7]1. The solvent is CCCCC (pentane), O1CCCC1 (tetrahydrofuran), O1CCCC1 (tetrahydrofuran). The product is COC=1C=C(C=C(C1OC)OC)CC1(SCCCS1)CC1=CC(=C(C(=C1)OC)OC)OC (2,2-bis(3,4,5-trimethoxyphenylmethyl)-1,3-dithiane). Reaction SMILES: [CH3:1][O:2][C:3]1[CH:4]=[C:5]([CH2:13][CH:14]2[S:19][CH2:18][CH2:17][CH2:16][S:15]2)[CH:6]=[C:7]([O:11][CH3:12])[C:8]=1[O:9][CH3:10].C([Li])(C)(C)C.[CH3:25][O:26][C:27]1[CH:28]=[C:29]([CH:32]=[C:33]([O:37][CH3:38])[C:34]=1[O:35][CH3:36])[CH2:30]Cl.O>O1CCCC1.CCCCC>[CH3:12][O:11][C:7]1[CH:6]=[C:5]([CH2:13][C:14]2([CH2:30][C:29]3[CH:32]=[C:33]([O:37][CH3:38])[C:34]([O:35][CH3:36])=[C:27]([O:26][CH3:25])[CH:28]=3)[S:15][CH2:16][CH2:17][CH2:18][S:19]2)[CH:4]=[C:3]([O:2][CH3:1])[C:8]=1[O:9][CH3:10]. Procedure details: To a solution of 46.3 g of the compound prepared in (a) above in 230 ml of tetrahydrofuran at 0° C. was added, over a period of 20 minutes, 99.6 ml of a 1.7M solution of tert.-butyl lithium in pentane. The resultant mixture was then stirred for 20 minutes, after which time 34.9 g of 3,4,5-trimethoxybenzyl chloride in 150 ml of tetrahydrofuran at 0° C. was added over a period of 15 minutes. The reaction mixture was then stirred for 45 minutes, while the temperature was maintained at 0° C., and th... Conditions: temperature 0 celsius, time 45 minute. The reactants are COC=1C=C(CCl)C=C(C1OC)OC (3,4,5-trimethoxybenzyl chloride), C(C)(C)(C)[Li] (tert.-butyl lithium), O (water), compound, COC=1C=C(C=C(C1OC)OC)CC1SCCCS1 (2-(3,4,5-trimethoxyphenylmethyl)-1,3-dithiane), solution, resultant mixture. Starting materials: ClCN1C(NC(C1=O)(C1=CC=CC=C1)C1=CC=CC=C1)=O (3-(chloromethyl)-5,5-diphenyl-2,4-imidazolidinedione), P(=O)(OC)(OC)[O-].[K+] (potassium dimethyl phosphate), C([O-])([O-])=O.[K+].[K+] (potassium carbonate). The reagents and catalysts are [I-].[K+] (potassium iodide). The solvent is C(C)#N (acetonitrile). Conditions: temperature 0 celsius. Product: COP(OCN1C(NC(C1=O)(C1=CC=CC=C1)C1=CC=CC=C1)=O)(OC)=O (Phosphoric Acid 2,5-dioxo-4,4-diphenyl-imidazolidin-1-ylmethyl Ester Dimethyl Ester). Isolated yield 41.1%. Reaction SMILES: Cl[CH2:2][N:3]1[C:7](=[O:8])[C:6]([C:15]2[CH:20]=[CH:19][CH:18]=[CH:17][CH:16]=2)([C:9]2[CH:14]=[CH:13][CH:12]=[CH:11][CH:10]=2)[NH:5][C:4]1=[O:21].[P:22]([O-:28])([O:26][CH3:27])([O:24][CH3:25])=[O:23].[K+].C(=O)([O-])[O-].[K+].[K+]>[I-].[K+].C(#N)C>[CH3:25][O:24][P:22](=[O:23])([O:26][CH3:27])[O:28][CH2:2][N:3]1[C:7](=[O:8])[C:6]([C:15]2[CH:20]=[CH:19][CH:18]=[CH:17][CH:16]=2)([C:9]2[CH:14]=[CH:13][CH:12]=[CH:11][CH:10]=2)[NH:5][C:4]1=[O:21] |f:1.2,3.4.5,6.7|. Reported procedure: Thirty grams of 3-(chloromethyl)-5,5-diphenyl-2,4-imidazolidinedione from Step (A), 17.1 g of potassium dimethyl phosphate, 0.6 g of potassium carbonate, and 0.15 g of potassium iodide were slurried into 75 mL of acetonitrile. The reaction mixture was heated at reflux for 3 hours. The solution was filtered to remove potassium chloride precipitate and concentrated to thick oil. Isopropyl alcohol was added to the oil and cooled to 0° C. The product was filtered and dried under vacuum. Sixteen gram... Starting materials: CC(C)=CCBr, CCOC(C)=O, CCCCCC, [K], O=C1NC(=O)c2ccccc21, CN(C)C=O. Yields the product CC(C)=CCN1C(=O)c2ccccc2C1=O. As a reaction SMILES: [Br:13][CH2:14][CH:15]=[C:16]([CH3:17])[CH3:18].[C:25]([O:26][CH2:27][CH3:28])(=[O:29])[CH3:30].[CH3:19][CH2:20][CH2:21][CH2:22][CH2:23][CH3:24].[K:12].[O:1]=[C:2]1[NH:3][C:4](=[O:5])[c:6]2[cH:7][cH:8][cH:9][cH:10][c:11]21.[O:31]=[CH:32][N:33]([CH3:34])[CH3:35]>>[O:1]=[C:2]1[N:3]([CH2:14][CH:15]=[C:16]([CH3:17])[CH3:18])[C:4](=[O:5])[c:6]2[cH:7][cH:8][cH:9][cH:10][c:11]21.